Task: describe an organic reaction: reactants, conditions, products, and yield. Dataset: the Open Reaction Database (ORD), a public repository of structured organic reaction records Reactants: C1(C=2C(C(=O)O1)=CC=CC2)=O (phthalic anhydride), C=1(O)C(O)=CC=CC1 (catechol). Product: CC1=C(C(O)=CC=C1)O (3-methyl catechol). The yield is 15.0%. As a reaction SMILES: [C:1]1(=O)OC(=O)C2=CC=CC=C12.[C:12]1([C:14](=[CH:16][CH:17]=[CH:18][CH:19]=1)[OH:15])[OH:13]>>[CH3:1][C:16]1[CH:17]=[CH:18][CH:19]=[C:12]([OH:13])[C:14]=1[OH:15]. Procedure: A single step synthesis of anthraquinone analogues (A-N) was accomplished by reacting selected phthalic anhydrides with substituted phenols in the presence of AlCl3/NaCl (FIGS. 1 and 4). The reaction between phthalic anhydride and substituted phenols such as catechol, 1,4-hydroquinone and pyrogallol produced 1,2 dihydroxy-(A), 1,4-dihydroxy-(E) and 1,2,3-trihydroxy anthraquinones (F), respectively, whereas with resorcinol afforded 1,3-dihydroxy anthraquinone (D) and 3′,6′ dihydroxyfluoran (D1). ... Starting materials: CC(C)(C)C(=O)Cl, CCOc1cc2cc(CO)c(CO)c(-c3ccn(CCOC)c(=O)c3)c2cc1OC, c1ccncc1. The product is CCOc1cc2cc(COC(=O)C(C)(C)C)c(CO)c(-c3ccn(CCOC)c(=O)c3)c2cc1OC. Reaction SMILES: [C:31]([C:32]([CH3:33])([CH3:34])[CH3:35])(=[O:36])[Cl:37].[CH3:1][O:2][CH2:3][CH2:4][n:5]1[c:6](=[O:30])[cH:7][c:8](-[c:11]2[c:12]([CH2:28][OH:29])[c:13]([CH2:26][OH:27])[cH:14][c:15]3[cH:16][c:17]([O:23][CH2:24][CH3:25])[c:18]([O:21][CH3:22])[cH:19][c:20]23)[cH:9][cH:10]1.[cH:38]1[cH:39][cH:40][n:41][cH:42][cH:43]1>>[CH3:1][O:2][CH2:3][CH2:4][n:5]1[c:6](=[O:30])[cH:7][c:8](-[c:11]2[c:12]([CH2:28][OH:29])[c:13]([CH2:26][O:27][C:31]([C:32]([CH3:33])([CH3:34])[CH3:35])=[O:36])[cH:14][c:15]3[cH:16][c:17]([O:23][CH2:24][CH3:25])[c:18]([O:21][CH3:22])[cH:19][c:20]23)[cH:9][cH:10]1.